Dataset: the Open Reaction Database (ORD), a public repository of structured organic reaction records. Task: describe an organic reaction: reactants, conditions, products, and yield Starting materials: OCCC=O (3-hydroxypropanal), OCCC=O (3-hydroxypropanal), OCCC=O (3-hydroxypropanal), OCCC=O (3-hydroxypropanal), [H][H] (hydrogen). Reagents/catalysts: [Ni] (raney nickel). Product: C(CCO)O (1,3-propanediol), OCCC=O (3-hydroxypropanal). RXN SMILES: [OH:1][CH2:2][CH2:3][CH:4]=[O:5].[H][H]>[Ni]>[CH2:4]([OH:5])[CH2:3][CH2:2][OH:1].[OH:5][CH2:4][CH2:3][CH:2]=[O:1]. Reported procedure: There is produced a solution containing 8.1 percent by weight of 3-hydroxypropanal and 1.3 percent by weight of dimerized 3-hydroxypropanal both obtained as the result of the above hydration reaction. A known raney nickel catalyst is added to the resulting solution to hydrogenate 3-hydroxypropanal and dimerized 3-hydroxypropanal. Reaction conditions are: a hydrogen pressure of 100 kg/cm2, a reaction temperature of 60° C., and reaction time of six hours. When the reaction ends, the resulting solu... Reactants: C(C1=CC=CC=C1)(=O)N1CCC(CC1)=O (N-Benzoyl-4-piperidone), oxime, ON.Cl (HONH2.HCl). Solvent: CO (methanol), [OH-].[Na+] (NaOH). Reaction conditions: time 8 hour. Product: NC1CCN(CC1)C(C1=CC=CC=C1)=O (4-amino-1-benzoylpiperidine). The yield is 39.3%. As a reaction SMILES: [C:1]([N:9]1[CH2:14][CH2:13][C:12](=O)[CH2:11][CH2:10]1)(=[O:8])[C:2]1[CH:7]=[CH:6][CH:5]=[CH:4][CH:3]=1.O[NH2:17].Cl>CO.[OH-].[Na+]>[NH2:17][CH:12]1[CH2:13][CH2:14][N:9]([C:1](=[O:8])[C:2]2[CH:7]=[CH:6][CH:5]=[CH:4][CH:3]=2)[CH2:10][CH2:11]1 |f:1.2,4.5|. Procedure: N-Benzoyl-4-piperidone (45.92 g, 226 mmol) was converted to the oxime by treatment with HONH2.HCl (237 mmol, 16.49 g) in 90 ml of methanol and 90.4 ml of 2.5N NaOH. After stirring overnight, the reaction was concentrated under reduced pressure and three times treated with toluene and reconcentrated to remove the last traces of water. The resulting oxime (57 g) was dissolved in 1L of methanol, treated with 226 ml of 1N HCl and 4 g of PtO2. The mixture was then hydrogenated in a Paar apparatus at ...